Dataset: the Open Reaction Database (ORD), a public repository of structured organic reaction records. Task: describe an organic reaction: reactants, conditions, products, and yield Reactants: C([O-])([O-])=O (Carbonate), NC=1C=C(C=CC1)[C@H](CN(C(OC(C)(C)C)=O)CCO)O[Si](CC)(CC)CC ((R)-Tert-butyl 2-(3-aminophenyl)-2-(triethylsilyloxy)ethyl(2-hydroxyethyl)carbamate), CC(C)OC(=O)/N=N/C(=O)OC(C)C (DIAD), OC1=CC=C2C(=NN(C2=C1)C(=O)OC(C)(C)C)C1CC1 (tert-butyl 6-hydroxy-3-cyclopropylindazole-1-carboxylate), C1(=CC=CC=C1)P(C1=CC=CC=C1)C1=CC=CC=C1 (triphenylphosphine). The solvent is C(Cl)Cl (CH2Cl2), C1(=CC=CC=C1)C (toluene). Run at time 8 hour. Yields the product NC=1C=C(C=CC1)[C@H](CN(CCOC1=CC=C2C(=NN(C2=C1)C(=O)OC(C)(C)C)C1CC1)C(=O)OC(C)(C)C)O[Si](CC)(CC)CC ((R)-Tert-butyl 6-(2-((2-(3-aminophenyl)-2-(triethylsilyloxy)ethyl)(tert-butoxycarbonyl)amino)ethoxy)-3-cyclopropylindazole-1-carboxylate). Yield: 47.4%. As a reaction SMILES: [NH2:1][C:2]1[CH:3]=[C:4]([C@@H:8]([O:21][Si:22]([CH2:27][CH3:28])([CH2:25][CH3:26])[CH2:23][CH3:24])[CH2:9][N:10]([CH2:18][CH2:19][OH:20])[C:11](=[O:17])[O:12][C:13]([CH3:16])([CH3:15])[CH3:14])[CH:5]=[CH:6][CH:7]=1.O[C:30]1[CH:38]=[C:37]2[C:33]([C:34]([CH:46]3[CH2:48][CH2:47]3)=[N:35][N:36]2[C:39]([O:41][C:42]([CH3:45])([CH3:44])[CH3:43])=[O:40])=[CH:32][CH:31]=1.C1(P(C2C=CC=CC=2)C2C=CC=CC=2)C=CC=CC=1.CC(OC(/N=N/C(OC(C)C)=O)=O)C.C(=O)([O-])[O-]>C1(C)C=CC=CC=1.C(Cl)Cl>[NH2:1][C:2]1[CH:3]=[C:4]([C@@H:8]([O:21][Si:22]([CH2:25][CH3:26])([CH2:23][CH3:24])[CH2:27][CH3:28])[CH2:9][N:10]([C:11]([O:12][C:13]([CH3:15])([CH3:14])[CH3:16])=[O:17])[CH2:18][CH2:19][O:20][C:30]2[CH:38]=[C:37]3[C:33]([C:34]([CH:46]4[CH2:48][CH2:47]4)=[N:35][N:36]3[C:39]([O:41][C:42]([CH3:44])([CH3:45])[CH3:43])=[O:40])=[CH:32][CH:31]=2)[CH:5]=[CH:6][CH:7]=1. Procedure details: (R)-Tert-butyl 2-(3-aminophenyl)-2-(triethylsilyloxy)ethyl(2-hydroxyethyl)carbamate (1.6143 g) which can be prepared according to the method described in Reference example 59, etc. and tert-butyl 6-hydroxy-3-cyclopropylindazole-1-carboxylate (924 mg) which can be prepared according to the method described in Reference example 7, etc. and triphenylphosphine (1.1419 g; manufactured by Kanto Chemical Co., Inc.) were dissolved in dehydrated toluene (18 mL), added with DIAD (808 μL; manufactured by S... The reactants are COc1ccccc1C1=CCN(C(=O)OC(C)(C)C)CC1, CCOC(C)=O. RXN SMILES: [C:1]([CH3:2])([CH3:3])([CH3:4])[O:5][C:6](=[O:7])[N:8]1[CH2:9][CH2:10][C:11]([c:14]2[c:15]([O:20][CH3:21])[cH:16][cH:17][cH:18][cH:19]2)=[CH:12][CH2:13]1.[CH3:22][CH2:23][O:24][C:25]([CH3:26])=[O:27]>>[C:1]([CH3:2])([CH3:3])([CH3:4])[O:5][C:6](=[O:7])[N:8]1[CH2:9][CH2:10][CH:11]([c:14]2[c:15]([O:20][CH3:21])[cH:16][cH:17][cH:18][cH:19]2)[CH2:12][CH2:13]1. Yields the product COc1ccccc1C1CCN(C(=O)OC(C)(C)C)CC1. Reactants: CCN=C=NCCCN(C)C, ClCCl, Cl, Cl, O, On1nnc2ccccc21, O=C(O)c1ccc(N2CCN(c3ccc(N4CCC(c5ccccc5)CC4)cc3)CC2)cc1. Product: O=C(On1nnc2ccccc21)c1ccc(N2CCN(c3ccc(N4CCC(c5ccccc5)CC4)cc3)CC2)cc1. As a reaction SMILES: [CH2:46]([N:47]=[C:48]=[N:49][CH2:50][CH2:51][CH2:52][N:53]([CH3:54])[CH3:55])[CH3:56].[Cl:58][CH2:59][Cl:60].[ClH:1].[ClH:2].[OH2:57].[OH:36][n:37]1[n:38][n:39][c:40]2[c:41]1[cH:42][cH:43][cH:44][cH:45]2.[c:3]1([CH:9]2[CH2:10][CH2:11][N:12]([c:15]3[cH:16][cH:17][c:18]([N:21]4[CH2:22][CH2:23][N:24]([c:27]5[cH:28][cH:29][c:30]([C:31](=[O:32])[OH:33])[cH:34][cH:35]5)[CH2:25][CH2:26]4)[cH:19][cH:20]3)[CH2:13][CH2:14]2)[cH:4][cH:5][cH:6][cH:7][cH:8]1>>[c:3]1([CH:9]2[CH2:10][CH2:11][N:12]([c:15]3[cH:16][cH:17][c:18]([N:21]4[CH2:22][CH2:23][N:24]([c:27]5[cH:28][cH:29][c:30]([C:31]([O:32][n:37]6[n:38][n:39][c:40]7[c:41]6[cH:42][cH:43][cH:44][cH:45]7)=[O:33])[cH:34][cH:35]5)[CH2:25][CH2:26]4)[cH:19][cH:20]3)[CH2:13][CH2:14]2)[cH:4][cH:5][cH:6][cH:7][cH:8]1. Starting materials: [H-].[Na+] (sodium hydride), O1CCCC1 (tetrahydrofuran), FC1=CC=C(C=C1)N1N=CC2=C1C=C1CCN(C[C@]1(C2)CO)S(=O)(=O)C=2C=NC(=CC2)N2CCOCC2 ([(R)-1-(4-fluorophenyl)-6-[[6-(4-morpholinyl)-3-pyridinyl]sulfonyl]-1,4,7,8-tetrahydro-1,2,6-triaza-cyclopent-a[b]naphthalen-4a-yl]methanol), O1CCCC1 (tetrahydrofuran). Solvent: ICC (iodoethane). Reaction conditions: temperature 50 celsius, time 1 hour. Yields the product C(C)OC[C@@]12CC3=C(C=C2CCN(C1)S(=O)(=O)C=1C=NC(=CC1)N1CCOCC1)N(N=C3)C3=CC=C(C=C3)F ((R)-4a-Ethoxymethyl-1-(4-fluorophenyl)-6-[[6-(4-morpholinyl)-3-pyridinyl]-sulfonyl]-1,4,7,8-tetrahydro-1,2,6-triazacyclopenta[b]naphthalene). Reaction SMILES: [H-].[Na+].[F:3][C:4]1[CH:9]=[CH:8][C:7]([N:10]2[C:14]3[CH:15]=[C:16]4[C@:21]([CH2:23][OH:24])([CH2:22][C:13]=3[CH:12]=[N:11]2)[CH2:20][N:19]([S:25]([C:28]2[CH:29]=[N:30][C:31]([N:34]3[CH2:39][CH2:38][O:37][CH2:36][CH2:35]3)=[CH:32][CH:33]=2)(=[O:27])=[O:26])[CH2:18][CH2:17]4)=[CH:6][CH:5]=1.O1CC[CH2:42][CH2:41]1>ICC>[CH2:41]([O:24][CH2:23][C@@:21]12[CH2:20][N:19]([S:25]([C:28]3[CH:29]=[N:30][C:31]([N:34]4[CH2:39][CH2:38][O:37][CH2:36][CH2:35]4)=[CH:32][CH:33]=3)(=[O:26])=[O:27])[CH2:18][CH2:17][C:16]1=[CH:15][C:14]1[N:10]([C:7]3[CH:8]=[CH:9][C:4]([F:3])=[CH:5][CH:6]=3)[N:11]=[CH:12][C:13]=1[CH2:22]2)[CH3:42] |f:0.1|. Procedure details: A suspension of sodium hydride (1.5 g) in tetrahydrofuran (20 mL) at room temperature was treated sequentially with a solution of [(R)-1-(4-fluorophenyl)-6-[[6-(4-morpholinyl)-3-pyridinyl]sulfonyl]-1,4,7,8-tetrahydro-1,2,6-triaza-cyclopent-a[b]naphthalen-4a-yl]methanol (8.0 g) in tetrahydrofuran (60 mL) and iodoethane (3.7 mL), and the resulting mixture was stirred at 50° C. for 1 hour. The mixture was cooled to room temperature and partitioned between ethyl acetate and 1.0 M aqueous hydrochlori...